Dataset: the Open Reaction Database (ORD), a public repository of structured organic reaction records. Task: describe an organic reaction: reactants, conditions, products, and yield Reactants: BrC1=C(C=CC=C1)O (2-bromophenol), alpha-bromo-3,4-dichloroacetophenone, ClC=1C=C(C=CC1Cl)C1=C(OC=2C(C=CC2)=C1)CC(=O)O (3-(3,4-dichlorophenyl)-7-benzofuranacetic acid). Yields the product BrC1=CC=CC=2C(=COC21)C2=CC(=C(C=C2)Cl)Cl (7-bromo-3-(3,4-dichlorophenyl)benzofuran). RXN SMILES: [Br:1][C:2]1[CH:7]=[CH:6][CH:5]=[CH:4][C:3]=1[OH:8].[Cl:9][C:10]1[CH:11]=[C:12]([C:17]2C=C3C=CC=C3O[C:18]=2CC(O)=O)[CH:13]=[CH:14][C:15]=1[Cl:16]>>[Br:1][C:2]1[C:3]2[O:8][CH:18]=[C:17]([C:12]3[CH:13]=[CH:14][C:15]([Cl:16])=[C:10]([Cl:9])[CH:11]=3)[C:4]=2[CH:5]=[CH:6][CH:7]=1. Procedure: Starting with 2-bromophenol and alpha-bromo-3,4-dichloroacetophenone and using Process A as described in Examples 1 and 2, the compound 7-bromo-3-(3,4-dichlorophenyl)benzofuran is prepared. Using Process F as described in Examples 6 to 9, this compound is converted to 3-(3,4-dichlorophenyl)-7-benzofuranacetic acid, m.p. 158.5°-160° C. Starting materials: CCCCc1ncc[nH]1, C[O-], CO, Clc1ccccc1CBr, [Na+], O. The product is CCCCc1nccn1Cc1ccccc1Cl. Reaction SMILES: [CH2:1]([CH2:2][CH2:3][CH3:4])[c:5]1[nH:6][cH:7][cH:8][n:9]1.[CH3:10][O-:11].[CH3:23][OH:24].[Cl:13][c:14]1[c:15]([CH2:16][Br:17])[cH:18][cH:19][cH:20][cH:21]1.[Na+:12].[OH2:22]>>[CH2:1]([CH2:2][CH2:3][CH3:4])[c:5]1[n:6]([CH2:16][c:15]2[c:14]([Cl:13])[cH:21][cH:20][cH:19][cH:18]2)[cH:7][cH:8][n:9]1. Starting materials: COC(=O)C1=NC2=CC=CC(=C2C=C1)N (5-aminoquinoline-2-carboxylic acid methyl ester), N (ammonia). Reaction conditions: temperature 40 celsius, time 3.5 hour. The product is NC1=C2C=CC(=NC2=CC=C1)C(=O)N (5-Aminoquinoline-2-carboxylic acid amide). Reaction SMILES: C[O:2][C:3]([C:5]1[CH:14]=[CH:13][C:12]2[C:7](=[CH:8][CH:9]=[CH:10][C:11]=2[NH2:15])[N:6]=1)=O.[NH3:16]>>[NH2:15][C:11]1[CH:10]=[CH:9][CH:8]=[C:7]2[C:12]=1[CH:13]=[CH:14][C:5]([C:3]([NH2:16])=[O:2])=[N:6]2. Reported procedure: 840 mg (4.16 mmol) of 5-aminoquinoline-2-carboxylic acid methyl ester is dissolved in 70 ml of a 7N methanolic ammonia solution. It is stirred for 3.5 hours at 40° C., then for 20 hours at room temperature. After the solvent is removed in a vacuum, the purification is carried out on silica gel with hexane-ethyl acetate (0-100%) as well as with ethyl acetate-methanol (0-10%). 690 mg (88% of theory) of the product is obtained. The reactants are ClC=1C=C(C=C(C1)Cl)C1(CC(=NO1)C1=CC(=C(C(=O)N)C=C1)C)C(F)(F)F (4-[5-(3,5-dichlorophenyl)-5-trifluoromethyl-4,5-dihydroisoxazol-3-yl]-2-methyl benzoic acid amide), O1CCC=C1 (2,3-dihydrofuran), C(O)([O-])=O.[Na+] (sodium hydrogen carbonate). Reagents/catalysts: O.C1(=CC=C(C=C1)S(=O)(=O)O)C (p-toluene sulfonic acid monohydrate). Run in ClCCl (dichloromethane). Yields the product ClC=1C=C(C=C(C1)Cl)C1(CC(=NO1)C1=CC(=C(C(=O)NC2OCCC2)C=C1)C)C(F)(F)F (4-[5-(3,5-dichlorophenyl)-5-trifluoromethyl-4,5-dihydroisoxazole-3-yl]-2-methyl-N-(2-tetrahydrofuranyl)benzoic acid amide). Yield: 80.8%. As a reaction SMILES: [Cl:1][C:2]1[CH:3]=[C:4]([C:9]2([C:24]([F:27])([F:26])[F:25])[O:13][N:12]=[C:11]([C:14]3[CH:22]=[CH:21][C:17]([C:18]([NH2:20])=[O:19])=[C:16]([CH3:23])[CH:15]=3)[CH2:10]2)[CH:5]=[C:6]([Cl:8])[CH:7]=1.[O:28]1[CH:32]=[CH:31][CH2:30][CH2:29]1.C(=O)([O-])O.[Na+]>ClCCl.O.C1(C)C=CC(S(O)(=O)=O)=CC=1>[Cl:1][C:2]1[CH:3]=[C:4]([C:9]2([C:24]([F:25])([F:27])[F:26])[O:13][N:12]=[C:11]([C:14]3[CH:22]=[CH:21][C:17]([C:18]([NH:20][CH:29]4[CH2:30][CH2:31][CH2:32][O:28]4)=[O:19])=[C:16]([CH3:23])[CH:15]=3)[CH2:10]2)[CH:5]=[C:6]([Cl:8])[CH:7]=1 |f:2.3,5.6|. Procedure: In a solution of 1.25 g of 4-[5-(3,5-dichlorophenyl)-5-trifluoromethyl-4,5-dihydroisoxazol-3-yl]-2-methyl benzoic acid amide synthesized in Step 1 of Synthetic Example 19 and 0.32 g of 2,3-dihydrofuran in 30 mL of dichloromethane, 0.01 g of p-toluene sulfonic acid monohydrate was added at room temperature with stirring, and stirred at room temperature for 3 days. After the completion of the reaction, 30 mL of saturated sodium hydrogen carbonate aqueous solution was added in the reaction mixture,... The reactants are C1C(C)O1 (propylene oxide), C(C)(C)(C)OC(=O)N1C(OC[C@H]1C=CCCCO)(C)C ((4R)-2,2-dimethyl-4-(5'-hydroxypentenyl)-oxazolidine-3-carboxylic acid tert.-butyl ester), C[Si](Br)(C)C (trimethylbromosilane), C(C)OC(C(\C=C(\CP(=O)(OC(C)C)OC(C)C)/C)NC(=O)C)=O (E-2-(N-methylformylamino)-4-methyl-5-diisopropylphosphono-3-pentenoic acidethyl ester). The solvent is C(C)O (ethanol), C(C)O (ethanol), ClCCl (dichloromethane), C(C)O (ethanol). Reaction conditions: time 20 hour. Product: CNC(C(=O)O)\C=C(\CP(=O)(O)O)/C (E-2-methylamino-4-methyl-5-phosphono-3-pentenoic acid). RXN SMILES: C(OC(N1[C@H](C=CCCCO)COC1(C)C)=O)(C)(C)C.C[Si](C)(C)Br.C([O:28][C:29](=[O:49])[CH:30]([NH:45][C:46](C)=O)/[CH:31]=[C:32](\[CH3:44])/[CH2:33][P:34]([O:40]C(C)C)([O:36]C(C)C)=[O:35])C.C1OC1C>ClCCl.C(O)C>[CH3:46][NH:45][CH:30](/[CH:31]=[C:32](\[CH3:44])/[CH2:33][P:34]([OH:36])([OH:40])=[O:35])[C:29]([OH:49])=[O:28]. Reported procedure: E-2-methylamino-4-methyl-5-phosphono-3-pentenoic acid (3) 20 ml of trimethylbromosilane are added dropwise at 20° within a period of 10 minutes under argon to a solution of 9.50 g of E-2-(N-methylformylamino)-4-methyl-5-diisopropylphosphono-3-pentenoic acidethyl ester in 40 ml of dry dichloromethane. After stirring at room temperature for 20 hours, 37 ml of ethanol are added dropwise within a period of 15 minutes, and the whole is stirred for a further 20 hours. Theclear reaction solution is the... The reactants are NC1=CC(=C(C=C1)N1CCC(CC1)N1C(OCC2=C1C=CC=C2)=O)Cl (1-[1-(4-Amino-2-chlorophenyl)piperidin-4-yl]-1,4-dihydro-2H-3,1-benzoxazin-2-one), C(=O)(N1C=NC=C1)N1C=NC=C1 (carbonyldiimidazole), C(#N)C1(CC1)C(=O)O (1-cyano-1-cyclopropane carboxylic acid). Product: ClC=1C=C(C=CC1N1CCC(CC1)N1C(OCC2=C1C=CC=C2)=O)NC(=O)C2(CC2)C#N (N-{3-Chloro-4-[4-(2-oxo-2H-3,1-benzoxazin-1(4H)-yl)piperidin-1-yl]phenyl}-1-cyanocyclopropanecarboxamide). RXN SMILES: [NH2:1][C:2]1[CH:7]=[CH:6][C:5]([N:8]2[CH2:13][CH2:12][CH:11]([N:14]3[C:19]4[CH:20]=[CH:21][CH:22]=[CH:23][C:18]=4[CH2:17][O:16][C:15]3=[O:24])[CH2:10][CH2:9]2)=[C:4]([Cl:25])[CH:3]=1.C(N1C=CN=C1)(N1C=CN=C1)=O.[C:38]([C:40]1([C:43](O)=[O:44])[CH2:42][CH2:41]1)#[N:39]>>[Cl:25][C:4]1[CH:3]=[C:2]([NH:1][C:43]([C:40]2([C:38]#[N:39])[CH2:42][CH2:41]2)=[O:44])[CH:7]=[CH:6][C:5]=1[N:8]1[CH2:9][CH2:10][CH:11]([N:14]2[C:19]3[CH:20]=[CH:21][CH:22]=[CH:23][C:18]=3[CH2:17][O:16][C:15]2=[O:24])[CH2:12][CH2:13]1. Procedure details: The title compound was prepared from the product of example 120 step (ii) (0.05 g), carbonyldiimidazole (0.025 g) and 1-cyano-1-cyclopropane carboxylic acid (0.019 g) using the method of example 115 step (i). Yield 0.003 g. Reaction SMILES: [C:20](=[O:21])([O-:22])[O-:23].[CH2:26]([CH3:27])[Br:28].[CH3:29][CH2:30][OH:31].[CH:32]([Cl:33])([Cl:34])[Cl:35].[K+:24].[K+:25].[cH:1]1[n:2][cH:3][cH:4][c:5]2[c:6]([S:11](=[O:12])(=[O:13])[N:14]3[CH2:15][CH2:16][NH:17][CH2:18][CH2:19]3)[cH:7][cH:8][cH:9][c:10]12>>[cH:1]1[n:2][cH:3][cH:4][c:5]2[c:6]([S:11](=[O:12])(=[O:13])[N:14]3[CH2:15][CH2:16][N:17]([CH2:26][CH3:27])[CH2:18][CH2:19]3)[cH:7][cH:8][cH:9][c:10]12. Reactants: O=C([O-])[O-], CCBr, CCO, ClC(Cl)Cl, [K+], [K+], O=S(=O)(c1cccc2cnccc12)N1CCNCC1. Yields the product CCN1CCN(S(=O)(=O)c2cccc3cnccc23)CC1. Starting materials: ClCCCl, COc1cccc(C(NC(=O)Nc2ccccc2F)C(=O)O)c1, CN(C)c1ccncc1, CCOC(C)=O, CNC(C)COc1ccc(C(=O)OC)cc1Cl, CN(C)C=O, On1nnc2ccccc21. Yields the product COC(=O)c1ccc(OCC(C)N(C)C(=O)C(NC(=O)Nc2ccccc2F)c2cccc(OC)c2)c(Cl)c1. Reaction SMILES: [CH2:41]([Cl:42])[CH2:43][Cl:44].[CH3:1][O:2][c:3]1[cH:4][c:5]([CH:9]([C:10](=[O:11])[OH:12])[NH:13][C:14](=[O:15])[NH:16][c:17]2[c:18]([F:23])[cH:19][cH:20][cH:21][cH:22]2)[cH:6][cH:7][cH:8]1.[CH3:55][N:56]([c:57]1[cH:58][cH:59][n:60][cH:61][cH:62]1)[CH3:63].[CH3:69][CH2:70][O:71][C:72]([CH3:73])=[O:74].[Cl:24][c:25]1[cH:26][c:27]([C:28](=[O:29])[O:30][CH3:31])[cH:32][cH:33][c:34]1[O:35][CH2:36][CH:37]([CH3:38])[NH:39][CH3:40].[O:64]=[CH:65][N:66]([CH3:67])[CH3:68].[OH:45][n:46]1[c:47]2[c:48]([cH:49][cH:50][cH:51][cH:52]2)[n:53][n:54]1>>[CH3:1][O:2][c:3]1[cH:4][c:5]([CH:9]([C:10](=[O:12])[N:39]([CH:37]([CH2:36][O:35][c:34]2[c:25]([Cl:24])[cH:26][c:27]([C:28](=[O:29])[O:30][CH3:31])[cH:32][cH:33]2)[CH3:38])[CH3:40])[NH:13][C:14](=[O:15])[NH:16][c:17]2[c:18]([F:23])[cH:19][cH:20][cH:21][cH:22]2)[cH:6][cH:7][cH:8]1. Reactants: O.NN (Hydrazine hydrate), ClC1=CN=C(C=C1C#N)C1=CC=CC=C1 (5-chloro-2-phenyl-isonicotinonitrile). Solvent: N1=CC=CC=C1 (pyridine). The product is C1(=CC=CC=C1)C=1C=C2C(=CN1)NN=C2N (5-Phenyl-1H-pyrazolo[3,4-c]pyridin-3-ylamine). RXN SMILES: O.[NH2:2][NH2:3].Cl[C:5]1[C:10]([C:11]#[N:12])=[CH:9][C:8]([C:13]2[CH:18]=[CH:17][CH:16]=[CH:15][CH:14]=2)=[N:7][CH:6]=1>N1C=CC=CC=1>[C:13]1([C:8]2[CH:9]=[C:10]3[C:11]([NH2:12])=[N:3][NH:2][C:5]3=[CH:6][N:7]=2)[CH:18]=[CH:17][CH:16]=[CH:15][CH:14]=1 |f:0.1|. Reported procedure: Hydrazine hydrate (0.3 mL, 5.9 mmol) was added to a stirred solution of 5-chloro-2-phenyl-isonicotinonitrile (420 mg, 1.9 mmol) in pyridine (5 mL). The reaction mixture was stirred at reflux for 3 hours, cooled and the resulting solid was filtered and dried in vacuo, affording a crude residue. Purification by column chromatography using a gradient elution of 0–5% methanol in dichloromethane as eluent afforded the title compound as a solid. Reactants: O=C([O-])[O-], ClCCl, Fc1ccc(OC2CN(C(c3ccccc3)c3ccccc3)C2)c(Cl)c1, O=C(Cl)Cl, [K+], [K+]. Yields the product O=C(Cl)N1CC(Oc2ccc(F)cc2Cl)C1. Reaction SMILES: [C:5](=[O:6])([O-:7])[O-:8].[CH2:37]([Cl:38])[Cl:39].[Cl:11][c:12]1[c:13]([O:14][CH:15]2[CH2:16][N:17]([CH:19]([c:20]3[cH:21][cH:22][cH:23][cH:24][cH:25]3)[c:26]3[cH:27][cH:28][cH:29][cH:30][cH:31]3)[CH2:18]2)[cH:32][cH:33][c:34]([F:36])[cH:35]1.[Cl:1][C:2]([Cl:3])=[O:4].[K+:10].[K+:9]>>[Cl:1][C:2](=[O:4])[N:17]1[CH2:16][CH:15]([O:14][c:13]2[c:12]([Cl:11])[cH:35][c:34]([F:36])[cH:33][cH:32]2)[CH2:18]1.